Dataset: the Open Reaction Database (ORD), a public repository of structured organic reaction records. Task: describe an organic reaction: reactants, conditions, products, and yield Reactants: CI (methyl iodide), thiol, C([O-])([O-])=O.[K+].[K+] (potassium carbonate), [Cl-].[NH4+] (ammonium chloride), FC1=CC=C(C=C1)C1=NN(C=C1C=1C=CC=2N(C1)C(=CN2)C(=O)NN)C(C2=CC=CC=C2)(C2=CC=CC=C2)C2=CC=CC=C2 (6-[3-(4-fluorophenyl)-1-trityl-1H-pyrazol-4-yl]imidazo[1,2-a]pyridine-3-carboxylic acid hydrazide), [OH-].[Na+] (sodium hydroxide), C(=S)=S (carbon disulfide). Run in CN(C=O)C (N,N-dimethylformamide), O1CCCC1 (tetrahydrofuran), C(C)(=O)OCC (Ethyl acetate), O (water), C(C)(=O)OCC (Ethyl acetate), O (water), C(C)O (ethanol). Reaction conditions: time 10 minute. Product: FC1=CC=C(C=C1)C1=NN(C=C1C=1C=CC=2N(C1)C(=CN2)C=2OC(=NN2)SC)C(C2=CC=CC=C2)(C2=CC=CC=C2)C2=CC=CC=C2 (6-[3-(4-Fluorophenyl)-1-trityl-1H-pyrazol-4-yl]-3-(5-methylsulfanyl[1,3,4]oxadiazol-2-yl)imidazo[1,2-a]pyridine). Reaction SMILES: [F:1][C:2]1[CH:7]=[CH:6][C:5]([C:8]2[C:12]([C:13]3[CH:14]=[CH:15][C:16]4[N:17]([C:19]([C:22]([NH:24][NH2:25])=[O:23])=[CH:20][N:21]=4)[CH:18]=3)=[CH:11][N:10]([C:26]([C:39]3[CH:44]=[CH:43][CH:42]=[CH:41][CH:40]=3)([C:33]3[CH:38]=[CH:37][CH:36]=[CH:35][CH:34]=3)[C:27]3[CH:32]=[CH:31][CH:30]=[CH:29][CH:28]=3)[N:9]=2)=[CH:4][CH:3]=1.[OH-].[Na+].[Cl-].[NH4+].C(=O)([O-])[O-].[K+].[K+].[CH3:55]I.[C:57](=[S:59])=S>O.C(OCC)(=O)C.CN(C)C=O.O1CCCC1.C(O)C>[F:1][C:2]1[CH:3]=[CH:4][C:5]([C:8]2[C:12]([C:13]3[CH:14]=[CH:15][C:16]4[N:17]([C:19]([C:22]5[O:23][C:55]([S:59][CH3:57])=[N:25][N:24]=5)=[CH:20][N:21]=4)[CH:18]=3)=[CH:11][N:10]([C:26]([C:39]3[CH:44]=[CH:43][CH:42]=[CH:41][CH:40]=3)([C:27]3[CH:32]=[CH:31][CH:30]=[CH:29][CH:28]=3)[C:33]3[CH:34]=[CH:35][CH:36]=[CH:37][CH:38]=3)[N:9]=2)=[CH:6][CH:7]=1 |f:1.2,3.4,5.6.7|. Reported procedure: A mixture of 283 mg 6-[3-(4-fluorophenyl)-1-trityl-1H-pyrazol-4-yl]imidazo[1,2-a]pyridine-3-carboxylic acid hydrazide (compound in Production Example 274), 38 mg carbon disulfide, 20 mg sodium hydroxide, 5 mL ethanol and 5 mL water was heated for 4 hours under reflux. Ethyl acetate, tetrahydrofuran and an aqueous saturated ammonium chloride solution were added to the reaction solution, and the organic layer was separated, washed with brine and dried over anhydrous sodium sulfate. The drying agen...